Dataset: the Open Reaction Database (ORD), a public repository of structured organic reaction records. Task: describe an organic reaction: reactants, conditions, products, and yield Starting materials: BrC=1C=C(C(O)=CC1)O (4-Bromocatechol), C([O-])([O-])=O.[Na+].[Na+] (sodium carbonate), O=C1N(CCN(C1=O)CC)C(=O)NC(C(=O)O)O (N-(2,3-dioxo-4-ethylpiperazin-1-yl-carbonyl)-2-hydroxyglycine), C([O-])([O-])=O.[Na+].[Na+] (sodium carbonate), C(C)(=O)OCC (ethyl acetate). Solvent: C(C)(=O)O (acetic acid), S(O)(O)(=O)=O (sulphuric acid). Run at time 18 hour. Product: O=C1N(CCN(C1=O)CC)C(=O)NC(C(=O)O)C1=C(C=C(C(=C1)O)O)Br (N-(2,3-Dioxo-4-ethylpiperazin-1-yl-carbonyl)-2-(2-bromo-4,5-dihydroxyphenyl)glycine). As a reaction SMILES: [Br:1][C:2]1[CH:3]=[C:4]([OH:9])[C:5](=[CH:7][CH:8]=1)[OH:6].[O:10]=[C:11]1[C:16](=[O:17])[N:15]([CH2:18][CH3:19])[CH2:14][CH2:13][N:12]1[C:20]([NH:22][CH:23](O)[C:24]([OH:26])=[O:25])=[O:21].C(=O)([O-])[O-].[Na+].[Na+].C(OCC)(=O)C>C(O)(=O)C.S(=O)(=O)(O)O>[O:10]=[C:11]1[C:16](=[O:17])[N:15]([CH2:18][CH3:19])[CH2:14][CH2:13][N:12]1[C:20]([NH:22][CH:23]([C:8]1[CH:7]=[C:5]([OH:6])[C:4]([OH:9])=[CH:3][C:2]=1[Br:1])[C:24]([OH:26])=[O:25])=[O:21] |f:2.3.4|. Reported procedure: 4-Bromocatechol (4.77 g, 25.2 mmole) was added to an ice bath cooled suspension of N-(2,3-dioxo-4-ethylpiperazin-1-yl-carbonyl)-2-hydroxyglycine (2.59 g. 10 mmole) in glacial acetic acid (9 ml) and concentrated sulphuric acid (1 ml). The mixture was stirred for 18 hours then poured onto a mixture of ice, saturated sodium carbonate and ethyl acetate and adjusted to pH7 with sodium carbonate. The aqueous layer was collected, washed with ethyl acetate (50 ml), acidified to pH1 and extracted with et... Starting materials: O[C@H]1C[C@H](CCC1)OCC1=C(C(=O)OC)C(=CC=C1)C (Racemic Methyl cis-2-(3-hydroxycyclohexyloxymethyl)-6-methylbenzoate). Run in C(Cl)Cl (methylene chloride), C(C)(=O)OC=C (vinyl acetate). Run at time 28 hour. Product: O[C@@H]1C[C@@H](CCC1)OCC1=C(C(=O)OC)C(=CC=C1)C (methyl (1R,3S)-2-(3-hydroxycyclohexyloxymethyl)-6-methylbenzoate). As a reaction SMILES: [OH:1][C@@H:2]1[CH2:7][CH2:6][CH2:5][C@H:4]([O:8][CH2:9][C:10]2[CH:19]=[CH:18][CH:17]=[C:16]([CH3:20])[C:11]=2[C:12]([O:14][CH3:15])=[O:13])[CH2:3]1>C(Cl)Cl.C(OC=C)(=O)C>[OH:1][C@H:2]1[CH2:7][CH2:6][CH2:5][C@@H:4]([O:8][CH2:9][C:10]2[CH:19]=[CH:18][CH:17]=[C:16]([CH3:20])[C:11]=2[C:12]([O:14][CH3:15])=[O:13])[CH2:3]1. Procedure: 490 g of the crude, racemic methyl cis-2-(3-hydroxycyclohexyloxymethyl)-6-methylbenzoate (see Example 1) were dissolved in 3.1 l of methylene chloride and 850 ml of vinyl acetate, admixed with 18 g of Novozym 435 and stirred at 21–24° C. After 28 h, a further 2 g of Novozym 435 were added. After a total of 44 h, the reaction was ended by filtering off the enzyme and the filtrate was concentrated by evaporation under reduced pressure to obtain 540 g. Chromatography of the residue on approx. 6 kg ... The reactants are C(C)(C)(C)OC(NC1=CC2=CC=C(C=C2C=C1)OC)=O ((6-Methoxy-naphthalen-2-yl)-carbamic acid tert-butyl ester), Br (HBr). Solvent: C(C)(=O)O (acetic acid). Yields the product NC=1C=C2C=CC(=CC2=CC1)O (6-amino-naphthalen-2-ol). Yield: 97.6%. Reaction SMILES: C(OC(=O)[NH:7][C:8]1[CH:17]=[CH:16][C:15]2[C:10](=[CH:11][CH:12]=[C:13]([O:18]C)[CH:14]=2)[CH:9]=1)(C)(C)C.Br>C(O)(=O)C>[NH2:7][C:8]1[CH:9]=[C:10]2[C:15](=[CH:16][CH:17]=1)[CH:14]=[C:13]([OH:18])[CH:12]=[CH:11]2. Procedure: (6-Methoxy-naphthalen-2-yl)-carbamic acid tert-butyl ester (10.05 g, 36.8 mmol), prepared in the previous step, was suspended in 300 mL of glacial acetic acid plus 200 mL of 48% HBr and under nitrogen the mixture was refluxed for 6 h. The glacial acetic acid and the 48% HBr were removed under reduced pressure and the residue partitioned between methylene chloride and water. The aqueous layer was made basic by the addition of NaHCO3. A solid precipitated. The solid was collected by filtration and... Reactants: O=C([O-])[O-], CCOC(C)=O, O=C(O)C1CC1, Cl, NC(=O)CCC(N)C(=O)O, [Na+], [Na+], C1CCOC1, O. The product is NC(=O)CCC(NC(=O)C1CC1)C(=O)O. RXN SMILES: [C:11](=[O:12])([O-:13])[O-:14].[CH3:30][CH2:31][O:32][C:33](=[O:34])[CH3:35].[CH:17]1([C:20](=[O:21])[OH:22])[CH2:18][CH2:19]1.[ClH:23].[NH2:1][CH:2]([C:3](=[O:4])[OH:5])[CH2:6][CH2:7][C:8]([NH2:9])=[O:10].[Na+:15].[Na+:16].[O:25]1[CH2:26][CH2:27][CH2:28][CH2:29]1.[OH2:24]>>[NH:1]([CH:2]([C:3](=[O:4])[OH:5])[CH2:6][CH2:7][C:8]([NH2:9])=[O:10])[C:20]([CH:17]1[CH2:18][CH2:19]1)=[O:21]. Reactants: CCCCCCCCCCCCCCCC(=O)O[C@H]1CC(C(=C(C1)C)/C=C/C(=C/C=C/C(=C/C=C/C=C(/C=C/C=C(/C=C/C2=C(C[C@H](CC2(C)C)OC(=O)CCCCCCCCCCCCCCC)C)\C)\C)/C)/C)(C)C (zeaxanthin dipalmitate). The solvent is O (water). Conditions: time 3 minute. Yields the product CC1=C(C(C[C@@H](C1)O)(C)C)/C=C/C(=C/C=C/C(=C/C=C/C=C(/C=C/C=C(/C=C/C2=C(C[C@H](CC2(C)C)O)C)\C)\C)/C)/C (Zeaxanthin). Reaction SMILES: CCCCCCCCCCCCCCCC([O:18][C@@H:19]1[CH2:24][C:23]([CH3:25])=[C:22](/[CH:26]=[CH:27]/[C:28](/[CH3:74])=[CH:29]/[CH:30]=[CH:31]/[C:32](/[CH3:73])=[CH:33]/[CH:34]=[CH:35]/[CH:36]=[C:37](\[CH3:72])/[CH:38]=[CH:39]/[CH:40]=[C:41](\[CH3:71])/[CH:42]=[CH:43]/[C:44]2[C:49]([CH3:51])([CH3:50])[CH2:48][C@H:47]([O:52]C(CCCCCCCCCCCCCCC)=O)[CH2:46][C:45]=2[CH3:70])[C:21]([CH3:76])([CH3:75])[CH2:20]1)=O>O>[CH3:70][C:45]1[CH2:46][C@@H:47]([OH:52])[CH2:48][C:49]([CH3:50])([CH3:51])[C:44]=1/[CH:43]=[CH:42]/[C:41](/[CH3:71])=[CH:40]/[CH:39]=[CH:38]/[C:37](/[CH3:72])=[CH:36]/[CH:35]=[CH:34]/[CH:33]=[C:32](\[CH3:73])/[CH:31]=[CH:30]/[CH:29]=[C:28](\[CH3:74])/[CH:27]=[CH:26]/[C:22]1[C:21]([CH3:76])([CH3:75])[CH2:20][C@H:19]([OH:18])[CH2:24][C:23]=1[CH3:25]. Reported procedure: 100 g of berries were hydrated and milled with 1000 g hot water (80-100° C.). Paste was centrifuged 3 min at 3000 Rpm. Settling with 5-71 Bx and moisture less that 82% was extracted 3 times with 400 g ethyl acetate at a temperature of 60° C. The extracts were combined, filtered and evaporated under reduced pressure to apparent dryness to form an organic solvent-free homogenous oleoresin containing zeaxanthin dipalmitate for saponification. Zeaxanthin dipalmitate concentration in oleoresin 13-15%... The reactants are CN(C)C=O, Cn1nc(C(F)F)c(C=O)c1Cl, [F-], [K+]. The product is Cn1nc(C(F)F)c(C=O)c1F. As a reaction SMILES: [CH3:15][N:16]([CH3:17])[CH:18]=[O:19].[Cl:1][c:2]1[c:3]([CH:11]=[O:12])[c:4]([CH:8]([F:9])[F:10])[n:5][n:6]1[CH3:7].[F-:13].[K+:14]>>[c:2]1([F:13])[c:3]([CH:11]=[O:12])[c:4]([CH:8]([F:9])[F:10])[n:5][n:6]1[CH3:7]. Reactants: C[Si](C)(C)C=[N+]=[N-], CO, COc1nccc(I)c1C(=O)O. The product is COC(=O)c1c(I)ccnc1OC. Reaction SMILES: [CH3:13][Si:14]([CH:15]=[N+:16]=[N-:17])([CH3:18])[CH3:19].[CH3:20][OH:21].[I:1][c:2]1[cH:3][cH:4][n:5][c:6]([O:11][CH3:12])[c:7]1[C:8](=[O:9])[OH:10]>>[I:1][c:2]1[cH:3][cH:4][n:5][c:6]([O:11][CH3:12])[c:7]1[C:8]([O:9][CH3:13])=[O:10].